From a dataset of the Open Reaction Database (ORD), a public repository of structured organic reaction records. describe an organic reaction: reactants, conditions, products, and yield Reactants: CCCCCC (hexane), ClC1=C(C(=O)C2=C(C=CC=C2)F)C=CC(=C1Cl)OC (2,3-dichloro-4-methoxy-2'-fluorobenzophenone), [Al+3].[Cl-].[Cl-].[Cl-] (AlCl3), Cl (HCl), ice. Solvent: C1=CC=CC=C1 (benzene). The product is ClC1=C(C(=O)C2=C(C=CC=C2)F)C=CC(=C1Cl)O (2,3-dichloro-4-hydroxy-2'-fluorobenzophenone). Yield: 89.4%. As a reaction SMILES: [Cl:1][C:2]1[C:16]([Cl:17])=[C:15]([O:18]C)[CH:14]=[CH:13][C:3]=1[C:4]([C:6]1[CH:11]=[CH:10][CH:9]=[CH:8][C:7]=1[F:12])=[O:5].[Al+3].[Cl-].[Cl-].[Cl-].Cl.CCCCCC>C1C=CC=CC=1>[Cl:1][C:2]1[C:16]([Cl:17])=[C:15]([OH:18])[CH:14]=[CH:13][C:3]=1[C:4]([C:6]1[CH:11]=[CH:10][CH:9]=[CH:8][C:7]=1[F:12])=[O:5] |f:1.2.3.4|. Reported procedure: To a solution of 38.5 g (0.13 m) of 2,3-dichloro-4-methoxy-2'-fluorobenzophenone of Example 2A in 250 ml of dry benzene, 34.67 g (0.26 m) of AlCl3 is added. The mixture is refluxed 5 hours, poured over 100 ml concentrated HCl and 100 ml ice. The mixture is extracted with ethyl acetate, dried (Na2SO4) and evaporated to give 35 g. Trituration with hexane gives 32.8 g (89%) of 2,3-dichloro-4-hydroxy-2'-fluorobenzophenone. Analytical sample is recrystallized from ether-hexane, m.p. 128°-131° C. Starting materials: BrC=1C=C2C(=CC(=NC2=CC1)Cl)Cl (6-Bromo-2,4-dichloroquinoline), BrC=1C=C2C(=CC(=NC2=CC1)Cl)Cl (6-Bromo-2,4-dichloroquinoline), C(C)(C)NC(C)C (diisopropylamine), C(CCC)[Li] (n-butyllithium), BrCC1=CC=C(C#N)C=C1 (4-(bromomethyl)benzonitrile). The solvent is C1CCOC1 (THF), C1CCOC1 (THF), C1CCOC1 (THF). Conditions: temperature 0 celsius, time 10 minute. Yields the product BrC=1C=C2C(=C(C(=NC2=CC1)Cl)CC1=CC=C(C#N)C=C1)Cl (4-((6-Bromo-2,4-dichloroquinolin-3-yl)methyl)benzonitrile). RXN SMILES: C(NC(C)C)(C)C.C([Li])CCC.[Br:13][C:14]1[CH:15]=[C:16]2[C:21](=[CH:22][CH:23]=1)[N:20]=[C:19]([Cl:24])[CH:18]=[C:17]2[Cl:25].Br[CH2:27][C:28]1[CH:35]=[CH:34][C:31]([C:32]#[N:33])=[CH:30][CH:29]=1>C1COCC1>[Br:13][C:14]1[CH:15]=[C:16]2[C:21](=[CH:22][CH:23]=1)[N:20]=[C:19]([Cl:24])[C:18]([CH2:27][C:28]1[CH:35]=[CH:34][C:31]([C:32]#[N:33])=[CH:30][CH:29]=1)=[C:17]2[Cl:25]. Procedure details: To a solution of diisopropylamine (1.40 mL, 9.96 mmol) in THF (12 mL) cooled to 0° C. was added n-butyllithium (2.5 M solution in hexanes, 3.80 mL, 9.50 mmol) dropwise via syringe. The reaction mixture was stirred at 0° C. for 10 minutes then cooled to −78° C. at which time a separate solution of 6-bromo-2,4-dichloroquinoline (1.80 g, 6.51 mmol, Intermediate 44: step b) in THF (29 mL) was added dropwise via syringe. The mixture was stirred at −78° C. for 30 minutes followed by the addition of 4-...